From a dataset of the Open Reaction Database (ORD), a public repository of structured organic reaction records. describe an organic reaction: reactants, conditions, products, and yield The reactants are FC(C1=C(CN2C=CC3=CC(=CC=C23)\C=C/2\C(NC(S2)=O)=O)C=CC(=C1)C(F)(F)F)(F)F ((5Z)-5-({1-[2,4-bis-(trifluoromethyl)benzyl]-1H-indol-5-yl}methylidene)-2,4-dioxo-1,3-thiazolidine), Cl.CN(CCCl)C (2-(dimethylamino)ethyl chloride hydrochloride). Yields the product FC(C1=C(C=CC(=C1)C(F)(F)F)CN1C=CC2=CC(=CC=C12)\C=C/1\C(N(C(S1)=O)CCN(C)C)=O)(F)F ((5Z)-5-[(1-{[2,4-Bis(trifluoromethyl)phenyl]methyl}-1H-indol-5-yl)methylidene]-3-[2-(dimethylamino)ethyl]-1,3-thiazolidine-2,4-dione). RXN SMILES: [F:1][C:2]([F:32])([F:31])[C:3]1[CH:26]=[C:25]([C:27]([F:30])([F:29])[F:28])[CH:24]=[CH:23][C:4]=1[CH2:5][N:6]1[C:14]2[C:9](=[CH:10][C:11](/[CH:15]=[C:16]3/[C:17](=[O:22])[NH:18][C:19](=[O:21])[S:20]/3)=[CH:12][CH:13]=2)[CH:8]=[CH:7]1.Cl.[CH3:34][N:35]([CH3:39])[CH2:36][CH2:37]Cl>>[F:32][C:2]([F:1])([F:31])[C:3]1[CH:26]=[C:25]([C:27]([F:29])([F:30])[F:28])[CH:24]=[CH:23][C:4]=1[CH2:5][N:6]1[C:14]2[C:9](=[CH:10][C:11](/[CH:15]=[C:16]3/[C:17](=[O:22])[N:18]([CH2:37][CH2:36][N:35]([CH3:39])[CH3:34])[C:19](=[O:21])[S:20]/3)=[CH:12][CH:13]=2)[CH:8]=[CH:7]1 |f:1.2|. Reported procedure: (5Z)-5-[(1-{[2,4-Bis(trifluoromethyl)phenyl]methyl}-1H-indol-5-yl)methylidene]-3-[2-(dimethylamino)ethyl]-1,3-thiazolidine-2,4-dione was prepared from [(5Z)-5-({1-[2,4-bis-(trifluoromethyl)benzyl]-1H-indol-5-yl}methylidene)-2,4-dioxo-1,3-thiazolidine (from Example 238) and 2-(dimethylamino)ethyl chloride hydrochloride following General Procedure H. Reactants: COCCCCN, CC(C)O, CCN(C(C)C)C(C)C, O=[N+]([O-])c1cccnc1Cl, Cl. Product: COCCCCNc1ncccc1[N+](=O)[O-]. Reaction SMILES: [CH3:12][O:13][CH2:14][CH2:15][CH2:16][CH2:17][NH2:18].[CH3:28][CH:29]([OH:30])[CH3:31].[CH:19]([N:20]([CH:21]([CH3:22])[CH3:23])[CH2:24][CH3:25])([CH3:26])[CH3:27].[Cl:1][c:2]1[n:3][cH:4][cH:5][cH:6][c:7]1[N+:8](=[O:9])[O-:10].[ClH:11]>>[c:2]1([NH:18][CH2:17][CH2:16][CH2:15][CH2:14][O:13][CH3:12])[n:3][cH:4][cH:5][cH:6][c:7]1[N+:8](=[O:9])[O-:10]. Procedure: A solution of 3-(5-bromo-3-methyl-thiophen-2-yl)-8-(1-ethyl-propyl)-2,6-dimethyl-imidazo[1,2-b]pyridazine (1.00 g, 2.66 mmol) in CH3OH (12 mL), DMSO (18 mL), Et3N (2.0 mL) with Pd(OAc)2 (0.12 g, 0.538 mmol), dppf (0.937 g, 1.69 mmol) is reacted at CO atmosphere (100 psi) at 80° C. for 24 h. The reaction mixture is diluted with EtOAc (200 mL), washed with 0.1 M HCl (2×50 mL), brine (50 mL); dried with Na2SO4; filtered through silica gel and eluted with excess EtOAc. Purification of the crude mate... Isolated yield 80.0%. Run in CO (CH3OH), CS(=O)C (DMSO), CCN(CC)CC (Et3N). Reagents/catalysts: CC(=O)[O-].CC(=O)[O-].[Pd+2] (Pd(OAc)2), C1=CC=C(C=C1)P([C-]2C=CC=C2)C3=CC=CC=C3.C1=CC=C(C=C1)P([C-]2C=CC=C2)C3=CC=CC=C3.[Fe+2] (dppf). Reactants: BrC1=CC(=C(S1)C1=C(N=C2N1N=C(C=C2C(CC)CC)C)C)C (3-(5-bromo-3-methyl-thiophen-2-yl)-8-(1-ethyl-propyl)-2,6-dimethyl-imidazo[1,2-b]pyridazine), CCOC(=O)C (EtOAc). Yields the product COC(=O)C=1SC(=C(C1)C)C1=C(N=C2N1N=C(C=C2C(CC)CC)C)C (5-[8-(1-ethyl-propyl)-2,6-dimethyl-imidazo[1,2-b]pyridazin-3-yl]-4-methyl-thiophene-2-carboxylic acid methyl ester). As a reaction SMILES: Br[C:2]1[S:6][C:5]([C:7]2[N:11]3[N:12]=[C:13]([CH3:21])[CH:14]=[C:15]([CH:16]([CH2:19][CH3:20])[CH2:17][CH3:18])[C:10]3=[N:9][C:8]=2[CH3:22])=[C:4]([CH3:23])[CH:3]=1.C[CH2:25][O:26][C:27](C)=[O:28]>CO.CS(C)=O.CCN(CC)CC.CC([O-])=O.CC([O-])=O.[Pd+2].C1C=CC(P(C2C=CC=CC=2)[C-]2C=CC=C2)=CC=1.C1C=CC(P(C2C=CC=CC=2)[C-]2C=CC=C2)=CC=1.[Fe+2]>[CH3:25][O:26][C:27]([C:2]1[S:6][C:5]([C:7]2[N:11]3[N:12]=[C:13]([CH3:21])[CH:14]=[C:15]([CH:16]([CH2:19][CH3:20])[CH2:17][CH3:18])[C:10]3=[N:9][C:8]=2[CH3:22])=[C:4]([CH3:23])[CH:3]=1)=[O:28] |f:5.6.7,8.9.10|. The reactants are ClC=1C=C(C=CC1C)NC(NCC(=O)N)=S (2-[3-(3-chloro-4-methylphenyl)-thioureido]-acetamide), C(C)I (ethyl iodide). Solvent: C(C)O (ethanol). Yields the product ClC=1C=C(C=CC1C)N1C(=NCC1=O)SCC (3-(3-Chloro-4-methylphenyl)-2-ethylsulfanyl-3,5-dihydro-imidazol-4-one). Yield: 80.6%. As a reaction SMILES: [Cl:1][C:2]1[CH:3]=[C:4]([NH:9][C:10](=[S:16])[NH:11][CH2:12][C:13](N)=[O:14])[CH:5]=[CH:6][C:7]=1[CH3:8].[CH2:17](I)[CH3:18]>C(O)C>[Cl:1][C:2]1[CH:3]=[C:4]([N:9]2[C:13](=[O:14])[CH2:12][N:11]=[C:10]2[S:16][CH2:17][CH3:18])[CH:5]=[CH:6][C:7]=1[CH3:8]. Procedure: A mixture of 2-[3-(3-chloro-4-methylphenyl)-thioureido]-acetamide (10.0 g), ethyl iodide (17.5 g), and ethanol (200 mL) was heated at reflux for 2.5 hours. The solvent was evaporated. The residue was dissolved in ethyl acetate (500 mL) and water (500 mL). The organic phase was washed with water (2×300 mL). The organic phase was extracted with 2N HCl (2×500 mL). The acid extract was neutralized with solid sodium bicarbonate and extracted with ethyl acetate. The organic phase was washed with water... Reactants: O=C(O)c1cc2cc(Cl)ncc2[nH]1, NCCc1cccs1. Yields the product O=C(NCCc1cccs1)c1cc2cc(Cl)ncc2[nH]1. As a reaction SMILES: [Cl:1][c:2]1[cH:3][c:4]2[c:5]([cH:6][n:7]1)[nH:8][c:9]([C:11](=[O:12])[OH:13])[cH:10]2.[s:14]1[c:15]([CH2:19][CH2:20][NH2:21])[cH:16][cH:17][cH:18]1>>[Cl:1][c:2]1[cH:3][c:4]2[c:5]([cH:6][n:7]1)[nH:8][c:9]([C:11](=[O:13])[NH:21][CH2:20][CH2:19][c:15]1[s:14][cH:18][cH:17][cH:16]1)[cH:10]2. Solvent: C(C)(C)O (isopropanol). Procedure details: 583 mg (2 mmol) of [4-(4-methyl-piperazin-1-yl)-phenyl]-carbamic acid tert-butyl ester (Example 65c) are dissolved in 10 ml of isopropanol and 286 mg (2.1 mmol) of N-chlorosuccinimide are added. The solution is stirred for 1 h at r.t. and 100 ml of water are added. The suspension is extracted with EtOAc and the organic phase is washed with water, dried over MgSO4 and evaporated to dryness. The residue is purified by MPLC to provide the title compound. Title compound: ES-MS: 326.3 (M+H)+; analyti... Reaction SMILES: [C:1]([O:5][C:6](=[O:21])[NH:7][C:8]1[CH:13]=[CH:12][C:11]([N:14]2[CH2:19][CH2:18][N:17]([CH3:20])[CH2:16][CH2:15]2)=[CH:10][CH:9]=1)([CH3:4])([CH3:3])[CH3:2].[Cl:22]N1C(=O)CCC1=O.O>C(O)(C)C>[C:1]([O:5][C:6](=[O:21])[NH:7][C:8]1[CH:9]=[CH:10][C:11]([N:14]2[CH2:15][CH2:16][N:17]([CH3:20])[CH2:18][CH2:19]2)=[C:12]([Cl:22])[CH:13]=1)([CH3:4])([CH3:3])[CH3:2]. Starting materials: ClN1C(CCC1=O)=O (N-chlorosuccinimide), C(C)(C)(C)OC(NC1=CC=C(C=C1)N1CCN(CC1)C)=O ([4-(4-methyl-piperazin-1-yl)-phenyl]-carbamic acid tert-butyl ester), O (water). Yields the product C(C)(C)(C)OC(NC1=CC(=C(C=C1)N1CCN(CC1)C)Cl)=O ([3-Chloro-4-(4-methyl-piperazin-1-yl)-phenyl]-carbamic acid tert-butyl ester). Reaction conditions: time 1 hour. Reactants: C(C)(C)(C)C1=CC(=C(C(=O)NC2=CC(=CC=C2)S(N)(=O)=O)C=C1)SC1=CC=CC=C1 (4-tert-butyl-2-(phenylthio)-N-(3-sulfamoylphenyl)benzamide), OO (H2O2), C(=O)(O)[O-].[Na+] (NaHCO3), C(Cl)Cl (CH2Cl2). The solvent is FC(C(C(F)(F)F)O)(F)F (1,1,1,3,3,3-hexafluoropropan-2-ol). Conditions: time 40 minute. Product: C(C)(C)(C)C1=CC(=C(C(=O)NC2=CC(=CC=C2)S(N)(=O)=O)C=C1)S(=O)C1=CC=CC=C1 (4-tert-butyl-2-(phenylsulfinyl)-N-(3-sulfamoylphenyl)benzamide). As a reaction SMILES: [C:1]([C:5]1[CH:23]=[CH:22][C:8]([C:9]([NH:11][C:12]2[CH:17]=[CH:16][CH:15]=[C:14]([S:18](=[O:21])(=[O:20])[NH2:19])[CH:13]=2)=[O:10])=[C:7]([S:24][C:25]2[CH:30]=[CH:29][CH:28]=[CH:27][CH:26]=2)[CH:6]=1)([CH3:4])([CH3:3])[CH3:2].OO.C([O-])(O)=[O:34].[Na+].C(Cl)Cl>FC(F)(F)C(O)C(F)(F)F>[C:1]([C:5]1[CH:23]=[CH:22][C:8]([C:9]([NH:11][C:12]2[CH:17]=[CH:16][CH:15]=[C:14]([S:18](=[O:20])(=[O:21])[NH2:19])[CH:13]=2)=[O:10])=[C:7]([S:24]([C:25]2[CH:30]=[CH:29][CH:28]=[CH:27][CH:26]=2)=[O:34])[CH:6]=1)([CH3:4])([CH3:2])[CH3:3] |f:2.3|. Procedure: To a solution of 4-tert-butyl-2-(phenylthio)-N-(3-sulfamoylphenyl)benzamide (15.4 mg, 0.035 mmol) in 1,1,1,3,3,3-hexafluoropropan-2-ol (0.3 mL) was added H2O2 (30% wt in water, 0.01 mL, 0.07 mmol). The reaction was stirred at room temperature for 40 min, and saturated NaHCO3(aq) and CH2Cl2 (1 mL each) were added. The organic layer was filtered through a pad of Na2SO4 and concentrated. The product was purified by reverse phase HPLC (10%-99% CH3CN (0.035% TFA)/H2O (0.05% TFA)) to give 4-tert-butyl... Starting materials: CCOC(=O)/N=N/C(=O)OCC (DEAD), OC1=CC=C(CC23C(N(C(N3CCC2)=O)C2=CC(=NC(=C2)Cl)Cl)=O)C=C1 (5-(4-Hydroxybenzyl)-3-(2,6-dichloro-4-pyridyl)-1,3-diazabicyclo[3.3.0]octane-2,4-dione), C1=CC=C(C=C1)P(C2=CC=CC=C2)C3=CC=CC=C3 (Ph3P), OCCC1=CC=NC=C1 (4-hydroxyethylpyridine). Run in C(Cl)Cl (CH2Cl2). Yields the product N1=CC=C(C=C1)CCOC1=CC=C(CC23C(N(C(N3CCC2)=O)C2=CC(=NC(=C2)Cl)Cl)=O)C=C1 (5-[4-[2-(4-Pyridyl)ethoxy]benzyl)-3-(2,6-dichloro-4-pyridyl)-1,3-diazabicyclo[3.3.0]octane-2,4-dione). RXN SMILES: [OH:1][C:2]1[CH:26]=[CH:25][C:5]([CH2:6][C:7]23[CH2:14][CH2:13][CH2:12][N:11]2[C:10](=[O:15])[N:9]([C:16]2[CH:21]=[C:20]([Cl:22])[N:19]=[C:18]([Cl:23])[CH:17]=2)[C:8]3=[O:24])=[CH:4][CH:3]=1.C1C=CC(P(C2C=CC=CC=2)C2C=CC=CC=2)=CC=1.O[CH2:47][CH2:48][C:49]1[CH:54]=[CH:53][N:52]=[CH:51][CH:50]=1.CCOC(/N=N/C(OCC)=O)=O>C(Cl)Cl>[N:52]1[CH:53]=[CH:54][C:49]([CH2:48][CH2:47][O:1][C:2]2[CH:3]=[CH:4][C:5]([CH2:6][C:7]34[CH2:14][CH2:13][CH2:12][N:11]3[C:10](=[O:15])[N:9]([C:16]3[CH:17]=[C:18]([Cl:23])[N:19]=[C:20]([Cl:22])[CH:21]=3)[C:8]4=[O:24])=[CH:25][CH:26]=2)=[CH:50][CH:51]=1. Reported procedure: To a mixture of the compound from Example 196 (0.15 g), Ph3P (0.22 g) and 4-hydroxyethylpyridine ((0.070 mL) in anhydrous CH2Cl2 (3 mL) was added DEAD (0.15 mL) under N2. After 30 minutes the reaction mixture was concentrated and the residue was purified via HPLC to give the desired compound (97 mg). MS m/z 498(MH+). Reported procedure: The data in Table 2 was obtained in the following manner. The charge was brought to boiling and after a half hour of operation in the 4.5 theoretical plate column to establish equilibrium throughout, methylbenzoate at 95° C. and 10-16 ml/min. was pumped in. The rectification was continued for 11/4 hours with sampling of the overhead and bottoms after 75 minutes. The analysis is shown in Table 2 and was 97.3% n-hexyl alcohol in the overhead and 81% n-hexyl alcohol in the bottoms, both on a water-... Yields the product C(CCCCC)O (n-hexyl alcohol), C(C)(=O)OCCCCCC (n-hexyl acetate). Starting materials: C(CCCCC)O (n-hexyl alcohol), COC(C1=CC=CC=C1)=O (methylbenzoate), C(CCCCC)O (n-hexyl alcohol). Run in O (water). Reaction SMILES: C[O:2][C:3](=O)[C:4]1C=[CH:8][CH:7]=[CH:6][CH:5]=1.[CH2:11]([OH:17])[CH2:12][CH2:13][CH2:14][CH2:15][CH3:16]>O>[CH2:3]([OH:2])[CH2:4][CH2:5][CH2:6][CH2:7][CH3:8].[C:3]([O:17][CH2:11][CH2:12][CH2:13][CH2:14][CH2:15][CH3:16])(=[O:2])[CH3:4]. The reactants are COC(CCC1=C(C=C(C=C1)OC1=CC(=CC=C1)Br)C)=O (3-[4-(3-bromo-phenoxy)-2-methyl-phenyl]-propionic acid methyl ester), ClC1=CC(=C(C=C1)O)OC1=CC=CC=C1 (4-chloro-2-phenoxy-phenol), C([O-])([O-])=O.[Cs+].[Cs+] (cesium carbonate), CC(C)(C(CC(C(C)(C)C)=O)=O)C (2,2,6,6-tetramethyl-3,5-heptanedione). Reagents/catalysts: [Cu]Cl (copper (I) chloride). Run in CN1C(CCC1)=O (1-methyl-2-pyrrolidinone). Reaction conditions: temperature 120 celsius. Yields the product COC(CCC1=C(C=C(C=C1)OC1=CC(=CC=C1)OC1=C(C=C(C=C1)Cl)OC1=CC=CC=C1)C)=O (3-{4-[3-(4-Chloro-2-phenoxy-phenoxy)-phenoxy]-2-methyl-phenyl}-propionic acid methyl ester). Yield: 33.2%. Reaction SMILES: [CH3:1][O:2][C:3](=[O:21])[CH2:4][CH2:5][C:6]1[CH:11]=[CH:10][C:9]([O:12][C:13]2[CH:18]=[CH:17][CH:16]=[C:15](Br)[CH:14]=2)=[CH:8][C:7]=1[CH3:20].[Cl:22][C:23]1[CH:28]=[CH:27][C:26]([OH:29])=[C:25]([O:30][C:31]2[CH:36]=[CH:35][CH:34]=[CH:33][CH:32]=2)[CH:24]=1.C(=O)([O-])[O-].[Cs+].[Cs+].CC(C)(C(=O)CC(=O)C(C)(C)C)C>CN1CCCC1=O.[Cu]Cl>[CH3:1][O:2][C:3](=[O:21])[CH2:4][CH2:5][C:6]1[CH:11]=[CH:10][C:9]([O:12][C:13]2[CH:18]=[CH:17][CH:16]=[C:15]([O:29][C:26]3[CH:27]=[CH:28][C:23]([Cl:22])=[CH:24][C:25]=3[O:30][C:31]3[CH:36]=[CH:35][CH:34]=[CH:33][CH:32]=3)[CH:14]=2)=[CH:8][C:7]=1[CH3:20] |f:2.3.4|. Procedure details: A mixture of 3-[4-(3-bromo-phenoxy)-2-methyl-phenyl]-propionic acid methyl ester (0.474 g, 1.36 mmol), 4-chloro-2-phenoxy-phenol (0.30 g, 1.36 mmol), cesium carbonate (0.531 g, 1.63 mmol), copper (I) chloride (0.067 g, 0.677 mmol) and 2,2,6,6-tetramethyl-3,5-heptanedione (0.063 g, 0.342 mmol) in 1-methyl-2-pyrrolidinone (5 mL) is heated to 120° C. for 20 hours under N2. The reaction is cooled and quenched with 1 N HCl (20 mL). The mixture is then diluted with Et2O and extracted with water. The o...